Dataset: the Open Reaction Database (ORD), a public repository of structured organic reaction records. Task: describe an organic reaction: reactants, conditions, products, and yield RXN SMILES: [NH2:1][CH2:2][CH2:3][CH2:4][CH2:5][NH2:6].[ClH:7].C(=N)(OCC)[CH:9]([C:11]1[CH:16]=[CH:15][CH:14]=[CH:13][CH:12]=1)O.[CH2:21]([OH:23])C>>[ClH:7].[OH:23][C:21]1[N:1]([CH2:9][C:11]2[CH:16]=[CH:15][CH:14]=[CH:13][CH:12]=2)[CH2:2][CH2:3][CH2:4][CH2:5][N:6]=1 |f:1.2,4.5|. Procedure: To 200 ml of absolute ethanol was added 1,4-diaminobutane at 0° C. with continuous stirring. To this solution waas added an equal molar amount of ethyl mandelimidate hydrochloride. After stirring at 0°-5° C. for two hours, the suspension was heated under reflux 12 hours then cooled and concentrated to remove any traces of NH3. The concentrated solution was acidified by dropwise addition of ethanolic HCl into the suspension which was then concentrated to dryness and the residue recrystallized sev... Run at time 2 hour. Product: Cl.OC=1N(CCCCN1)CC1=CC=CC=C1 (hydroxybenzyl-4,5,6,7-tetrahydro-1H-1,3-diazepine hydrochloride). The reactants are NCCCCN (1,4-diaminobutane), C(C)O (ethanol), Cl.C(C(O)C1=CC=CC=C1)(OCC)=N (ethyl mandelimidate hydrochloride). Isolated yield 34.0%.